From a dataset of the Open Reaction Database (ORD), a public repository of structured organic reaction records. describe an organic reaction: reactants, conditions, products, and yield Starting materials: COC(=O)c1c2cccc(-c3ccc(Cl)cc3Cl)c2nn1C, CN, CO. Product: CNC(=O)c1c2cccc(-c3ccc(Cl)cc3Cl)c2nn1C. As a reaction SMILES: [CH3:1][O:2][C:3](=[O:4])[c:5]1[n:6]([CH3:22])[n:7][c:8]2[c:9](-[c:14]3[c:15]([Cl:21])[cH:16][c:17]([Cl:20])[cH:18][cH:19]3)[cH:10][cH:11][cH:12][c:13]12.[CH3:23][NH2:24].[CH3:25][OH:26]>>[O:2]=[C:3]([c:5]1[n:6]([CH3:22])[n:7][c:8]2[c:9](-[c:14]3[c:15]([Cl:21])[cH:16][c:17]([Cl:20])[cH:18][cH:19]3)[cH:10][cH:11][cH:12][c:13]12)[NH:24][CH3:23]. The reactants are [BH4-], Cc1noc(-c2ccc(-c3ccc(C4(C(=O)O)CC4)cc3)cc2)c1CC(=O)CCc1ccccc1, CO, [Na+]. The product is Cc1noc(-c2ccc(-c3ccc(C4(C(=O)O)CC4)cc3)cc2)c1CC(O)CCc1ccccc1. Reaction SMILES: [BH4-:36].[CH3:1][c:2]1[n:3][o:4][c:5](-[c:18]2[cH:19][cH:20][c:21](-[c:24]3[cH:25][cH:26][c:27]([C:30]4([C:33](=[O:34])[OH:35])[CH2:31][CH2:32]4)[cH:28][cH:29]3)[cH:22][cH:23]2)[c:6]1[CH2:7][C:8]([CH2:9][CH2:10][c:11]1[cH:12][cH:13][cH:14][cH:15][cH:16]1)=[O:17].[CH3:38][OH:39].[Na+:37]>>[CH3:1][c:2]1[n:3][o:4][c:5](-[c:18]2[cH:19][cH:20][c:21](-[c:24]3[cH:25][cH:26][c:27]([C:30]4([C:33](=[O:34])[OH:35])[CH2:31][CH2:32]4)[cH:28][cH:29]3)[cH:22][cH:23]2)[c:6]1[CH2:7][CH:8]([CH2:9][CH2:10][c:11]1[cH:12][cH:13][cH:14][cH:15][cH:16]1)[OH:17]. Reactants: ClC=1C=C(C=CC1)C1=CC=C(C=C1)C[C@H](N)C1=NN=NN1 ((S)-2-(3′-chlorobiphenyl-4-yl)-1-(1H-tetrazol-5-yl)ethanamine), TEA, C(C1=CC=CC=C1)OC(CC1(CCCC1)C(=O)O)=O (1-(2-(benzyloxy)-2-oxoethyl)cyclopentanecarboxylic acid), CCN=C=NCCCN(C)C.Cl (EDC.HCl), C=1C=CC2=C(C1)N=NN2O (HOBT). The solvent is C1CCOC1 (THF), C1CCOC1 (THF). Reaction conditions: time 10 minute. The product is ClC=1C=C(C=CC1)C1=CC=C(C=C1)C[C@@H](C1=NN=NN1)NC(=O)C1(CCCC1)CC(=O)OCC1=CC=CC=C1 ((S)-Benzyl 2-(1-(2-(3′-chlorobiphenyl-4-yl)-1-(1H-tetrazol-5-yl)ethylcarbamoyl)cyclopentyl)acetate). Yield: 39.0%. As a reaction SMILES: [CH2:1]([O:8][C:9](=[O:19])[CH2:10][C:11]1([C:16]([OH:18])=O)[CH2:15][CH2:14][CH2:13][CH2:12]1)[C:2]1[CH:7]=[CH:6][CH:5]=[CH:4][CH:3]=1.CCN=C=NCCCN(C)C.Cl.C1C=CC2N(O)N=NC=2C=1.[Cl:42][C:43]1[CH:44]=[C:45]([C:49]2[CH:54]=[CH:53][C:52]([CH2:55][C@@H:56]([C:58]3[NH:62][N:61]=[N:60][N:59]=3)[NH2:57])=[CH:51][CH:50]=2)[CH:46]=[CH:47][CH:48]=1>C1COCC1>[Cl:42][C:43]1[CH:44]=[C:45]([C:49]2[CH:50]=[CH:51][C:52]([CH2:55][C@H:56]([NH:57][C:16]([C:11]3([CH2:10][C:9]([O:8][CH2:1][C:2]4[CH:3]=[CH:4][CH:5]=[CH:6][CH:7]=4)=[O:19])[CH2:12][CH2:13][CH2:14][CH2:15]3)=[O:18])[C:58]3[NH:62][N:61]=[N:60][N:59]=3)=[CH:53][CH:54]=2)[CH:46]=[CH:47][CH:48]=1 |f:1.2|. Procedure details: To a suspension of 1-(2-(benzyloxy)-2-oxoethyl)cyclopentanecarboxylic acid (197 mg, 0.750 mmol) in THF (8 ml) at room temperature was added EDC.HCl (192 mg, 1.000 mmol) and HOBT (134 mg, 0.875 mmol). The mixture was stirred at room temperature for 10 minutes and was added a solution of (S)-2-(3′-chlorobiphenyl-4-yl)-1-(1H-tetrazol-5-yl)ethanamine (187 mg, 0.625 mmol) in THF and TEA (0.174 ml, 1.250 mmol). The mixture was stirred overnight at room temperature. The reaction was quenched by brine a... The reactants are C(C)(C)(C)OC(=O)N1CC(N(CC1)C1=CC(=CC=C1)Cl)=O (4-(tert-butoxycarbonyl)-1-(3-chlorophenyl)-2-piperazinone), Cl (HCl). Run in CCOC(=O)C (EtOAc). Conditions: temperature 0 celsius, time 12 hour. The product is ClC=1C=C(C=CC1)N1C(CNCC1)=O (1-(3-chlorophenyl)-2-piperazinone). RXN SMILES: C(OC([N:8]1[CH2:13][CH2:12][N:11]([C:14]2[CH:19]=[CH:18][CH:17]=[C:16]([Cl:20])[CH:15]=2)[C:10](=[O:21])[CH2:9]1)=O)(C)(C)C.Cl>CCOC(C)=O>[Cl:20][C:16]1[CH:15]=[C:14]([N:11]2[CH2:12][CH2:13][NH:8][CH2:9][C:10]2=[O:21])[CH:19]=[CH:18][CH:17]=1. Procedure details: Through a solution of Boc-protected piperazinone from Step D (17.19 g, 55.4 mmol) in 500 mL of EtOAc at -78° C. was bubbled anhydrous HCl gas. The saturated solution was warmed to 0° C., and stirred for 12 hours. Nitrogen gas was bubbled through the reaction to remove excess HCl, and the mixture was warmed to room temperature. The solution was concentrated in vacuo to provide the hydrochloride as a white powder. This material was taken up in 300 mL of CH2Cl2 and treated with dilute aqueous NaHCO... Starting materials: C(C=CC1=CC=CC=C1)(=O)OC (methyl cinnamate), [OH-].[Na+] (caustic soda), S(O)(O)(=O)=O (sulfuric acid). Conditions: temperature 80 celsius, time 30 minute. The product is C(C=CC1=CC=CC=C1)(=O)O (cinnamic acid). Isolated yield 94.3%. As a reaction SMILES: [C:1]([O:11]C)(=[O:10])[CH:2]=[CH:3][C:4]1[CH:9]=[CH:8][CH:7]=[CH:6][CH:5]=1.[OH-].[Na+].S(=O)(=O)(O)O>>[C:1]([OH:11])(=[O:10])[CH:2]=[CH:3][C:4]1[CH:5]=[CH:6][CH:7]=[CH:8][CH:9]=1 |f:1.2|. Procedure: 100 g of crude methyl cinnamate and 926.8 g of 2.8% caustic soda were placed in a 2-liter flask equipped with a thermometer and a stirrer, and the solution was then stirred at 80° C. for 30 minutes to carry out hydrolysis. Furthermore, the solution which had been subjected to the hydrolysis was passed through a 2.5-cm-diameter, 2.5-cm-high column packed with 25 g of powdery active carbon (Taiko Active Carbon SGA). The thus treated solution was placed in a 2-liter flask equipped with a thermomete... Starting materials: BrC1=CC(=C(OC(COC2=CC=CC=C2)O)C(=C1)C)C (1-(4-bromo-2,6-dimethylphenoxy)-2-phenoxyethanol), C(C)#N (acetonitrile), ClCCl (dichloromethane), BrC1=CC(=C(OCCOC)C(=C1)C)C (1-(4-bromo-2,6-dimethylphenoxy)-2-methoxyethane). Run in [OH-].[Na+] (sodium hydroxide). Product: O(C1=CC=CC=C1)CCOC1=C(C=C(C=C1C)C#CC1(CN2CCC1CC2)O)C (3-[2-(4-{2-phenoxyethoxy}-3,5-dimethylphenyl)ethynyl]quinuclidine-3-ol). Isolated yield 28.0%. As a reaction SMILES: Br[C:2]1[CH:18]=[C:17]([CH3:19])[C:5]([O:6][CH:7](O)[CH2:8][O:9][C:10]2[CH:15]=[CH:14][CH:13]=[CH:12][CH:11]=2)=[C:4]([CH3:20])[CH:3]=1.Br[C:22]1[CH:32]=[C:31]([CH3:33])[C:25]([O:26]CCOC)=[C:24]([CH3:34])C=1.[C:35](#[N:37])C.Cl[CH2:39]Cl>[OH-].[Na+]>[O:9]([CH2:8][CH2:7][O:6][C:5]1[C:17]([CH3:19])=[CH:18][C:2]([C:34]#[C:24][C:25]2([OH:26])[CH:31]3[CH2:32][CH2:22][N:37]([CH2:35][CH2:33]3)[CH2:39]2)=[CH:3][C:4]=1[CH3:20])[C:10]1[CH:15]=[CH:14][CH:13]=[CH:12][CH:11]=1 |f:4.5|. Procedure details: Using a similar procedure to that described in Example 10, but using 1-(4-bromo-2,6-dimethylphenoxy)-2-phenoxyethanol as starting material in place of 1-(4-bromo-2,6-dimethylphenoxy)-2-methoxyethane and extracting the aqueous mixture obtained after diluting the reaction mixture with 2M aqueous sodium hydroxide with dichloromethane instead of diethyl ether, there was obtained 3-[2-(4-{2-phenoxyethoxy}-3,5-dimethylphenyl)ethynyl]quinuclidine-3-ol (28% yield) as a solid, m.p. 141-142° C. (after rec... Starting materials: ClC=1C=C(C=CC1)NC1=NC=C(C(=N1)C(F)(F)F)C(=O)OCC1=CC=CC=C1 (benzyl 2-(3-chlorophenylamino)-4-trifluoromethyl-pyrimidine-5-carboxylate), [OH-].[K+] (potassium hydroxide). Reported procedure: To a solution of benzyl 2-(3-chlorophenylamino)-4-trifluoromethyl-pyrimidine-5-carboxylate (0.50 g) in ethanol (15 ml) was added a solution of potassium hydroxide (205 mg) in ethanol (10 ml) and the solution stirred at reflux for 15 h. Ethanol was removed under reduced pressure and water (15 ml) added. The solution was washed with ether and concentrated hydrochloric acid added to adjust the acidity to pH 1. The precipitated solid was filtered, washed with water and dried in vacuo at 50° C. to af... Solvent: C(C)O (ethanol), C(C)O (ethanol). Isolated yield 94.0%. RXN SMILES: [Cl:1][C:2]1[CH:3]=[C:4]([NH:8][C:9]2[N:14]=[C:13]([C:15]([F:18])([F:17])[F:16])[C:12]([C:19]([O:21]CC3C=CC=CC=3)=[O:20])=[CH:11][N:10]=2)[CH:5]=[CH:6][CH:7]=1.[OH-].[K+]>C(O)C>[Cl:1][C:2]1[CH:3]=[C:4]([NH:8][C:9]2[N:14]=[C:13]([C:15]([F:18])([F:17])[F:16])[C:12]([C:19]([OH:21])=[O:20])=[CH:11][N:10]=2)[CH:5]=[CH:6][CH:7]=1 |f:1.2|. Product: ClC=1C=C(C=CC1)NC1=NC=C(C(=N1)C(F)(F)F)C(=O)O (2-(3-chlorophenylamino)-4-trifluoromethylpyrimidine-5-carboxylic acid). Reactants: CSSC, Cc1cccc(N)c1C, [Cu], CC(C)(C)ON=O. The product is CSc1cccc(C)c1C. RXN SMILES: [CH3:17][S:18][S:19][CH3:20].[CH3:8][c:9]1[c:10]([NH2:11])[cH:12][cH:13][cH:14][c:15]1[CH3:16].[Cu:21].[N:1]([O:2][C:3]([CH3:4])([CH3:5])[CH3:6])=[O:7]>>[CH3:8][c:9]1[c:10]([S:18][CH3:17])[cH:12][cH:13][cH:14][c:15]1[CH3:16]. Starting materials: [H][H] (hydrogen), O(C1=CC=CC=C1)C=1C=C(C#N)C=CC1 (3-phenoxybenzonitrile), steel, liquid, N (ammonia). The reagents and catalysts are [Ni] (Raney nickel). Solvent: CO (methanol). Conditions: temperature 60 celsius. Yields the product O(C1=CC=CC=C1)C=1C=C(CN)C=CC1 (3-phenoxybenzylamine). Isolated yield 98.5%. RXN SMILES: [O:1]([C:8]1[CH:9]=[C:10]([CH:13]=[CH:14][CH:15]=1)[C:11]#[N:12])[C:2]1[CH:7]=[CH:6][CH:5]=[CH:4][CH:3]=1.N.[H][H]>[Ni].CO>[O:1]([C:8]1[CH:9]=[C:10]([CH:13]=[CH:14][CH:15]=1)[CH2:11][NH2:12])[C:2]1[CH:3]=[CH:4][CH:5]=[CH:6][CH:7]=1. Procedure details: 200 g (1.025 mols) of 3-phenoxybenzonitrile is placed together with 1 liter of methanol, 200 g of liquid ammonia and 50 g of Raney nickel into a steel autoclave. This is then heated to 60° C., and stirring is maintained for one hour with an initial hydrogen pressure of 120 bars. After removal of the mixture from the autoclave, the catalyst is filtered off, the solvent is distilled off at normal pressure, and the residue is distilled in an oil-pump vacuum to obtain 200.3 g (1.01 mols) of 3-phenox... The reactants are COC(=O)CBr, Cc1cccc(Oc2cccc(=O)[nH]2)c1, CN(C)C=O, [H-], [Na+], O. Product: COC(=O)Cn1c(Oc2cccc(C)c2)cccc1=O. As a reaction SMILES: [Br:18][CH2:19][C:20](=[O:21])[O:22][CH3:23].[CH3:1][c:2]1[cH:3][c:4]([O:5][c:6]2[cH:7][cH:8][cH:9][c:10](=[O:12])[nH:11]2)[cH:13][cH:14][cH:15]1.[CH3:25][N:26]([CH3:27])[CH:28]=[O:29].[H-:16].[Na+:17].[OH2:24]>>[CH3:1][c:2]1[cH:3][c:4]([O:5][c:6]2[cH:7][cH:8][cH:9][c:10](=[O:12])[n:11]2[CH2:19][C:20](=[O:21])[O:22][CH3:23])[cH:13][cH:14][cH:15]1.